This data is from the Open Reaction Database (ORD), a public repository of structured organic reaction records. The task is: describe an organic reaction: reactants, conditions, products, and yield The reactants are P(OCC)(OCC)OCC (P(OEt)3), COCCCC (butyl methyl ether), CC(C)([O-])C.[K+] (potassium tert-butoxide), C(C1=CC=CC=C1)OC1=CC=C(C=O)C=C1 (4-Benzyloxybenzaldehyde). Run in O (Water), C(C)(C)(C)O (tert-butyl alcohol). Reaction conditions: time 30 minute. Product: C(C)OC(C(=CC1=CC=C(C=C1)OCC1=CC=CC=C1)OCC)=O (3-(4-Benzyloxy-phenyl)-2-ethoxy-acrylic acid ethyl ester). Yield: 92.0%. As a reaction SMILES: P([O:8][CH2:9][CH3:10])(OCC)OCC.C[O:12][CH2:13][CH2:14]CC.[CH3:17][C:18](C)([O-:20])C.[K+].[CH2:23]([O:30][C:31]1[CH:38]=[CH:37][C:34]([CH:35]=O)=[CH:33][CH:32]=1)[C:24]1[CH:29]=[CH:28][CH:27]=[CH:26][CH:25]=1>O.C(O)(C)(C)C>[CH2:18]([O:20][C:9](=[O:8])[C:10]([O:12][CH2:13][CH3:14])=[CH:35][C:34]1[CH:37]=[CH:38][C:31]([O:30][CH2:23][C:24]2[CH:29]=[CH:28][CH:27]=[CH:26][CH:25]=2)=[CH:32][CH:33]=1)[CH3:17] |f:2.3|. Procedure details: P(OEt)3 was added dropwise to a mixture of tent-butyl methyl ether 55 mL) and potassium tert-butoxide (4.65 g, 41.4 mmol) under a nitrogen atmosphere at 20-30° C. 4-Benzyloxybenzaldehyde (4.61 g, 21.7 mmol) was added in portions to this mixture at 5° C. followed by the addition of tert-butyl alcohol (6.70 g). The reaction mixture was allowed to reach 15° C. and stirred at this temperature for approximately 30 min, after which the reaction was completed (as judged by TLC). Water (30 mL) was added... The reactants are BrC=1C=C2C(=NC=NC2=CC1OCC=1C=C(C=CC1)S(=O)(=NC(=O)OCC)C)NC[C@H](C)O ((RS)-S-(3-{[(6-bromo-4-{[(S)-2-hydroxypropyl]amino}quinazolin-7-yl)oxy]methyl}phenyl)-N-(ethoxycarbonyl)-S-methylsulphoximide), [O-]CC.[Na+] (sodium ethoxide), C([O-])(O)=O.[Na+] (sodium bicarbonate). Run in C(C)O (ethanol). Conditions: temperature 60 celsius, time 6 hour. Product: BrC=1C=C2C(=NC=NC2=CC1OCC=1C=C(C=CC1)S(=O)(=N)C)NC[C@H](C)O ((RS)-S-(3-{[(6-Bromo-4-{[(S)-2-hydroxypropyl]amino}quinazolin-7-yl)oxy]-methyl}phenyl)-S-methylsulphoximide). Isolated yield 86.0%. RXN SMILES: [Br:1][C:2]1[CH:3]=[C:4]2[C:9](=[CH:10][C:11]=1[O:12][CH2:13][C:14]1[CH:15]=[C:16]([S:20]([CH3:28])(=[N:22]C(OCC)=O)=[O:21])[CH:17]=[CH:18][CH:19]=1)[N:8]=[CH:7][N:6]=[C:5]2[NH:29][CH2:30][C@@H:31]([OH:33])[CH3:32].[O-]CC.[Na+].C(=O)(O)[O-].[Na+]>C(O)C>[Br:1][C:2]1[CH:3]=[C:4]2[C:9](=[CH:10][C:11]=1[O:12][CH2:13][C:14]1[CH:15]=[C:16]([S:20]([CH3:28])(=[NH:22])=[O:21])[CH:17]=[CH:18][CH:19]=1)[N:8]=[CH:7][N:6]=[C:5]2[NH:29][CH2:30][C@@H:31]([OH:33])[CH3:32] |f:1.2,3.4|. Reported procedure: According to GWP 6, (RS)-S-(3-{[(6-bromo-4-{[(S)-2-hydroxypropyl]amino}quinazolin-7-yl)oxy]methyl}phenyl)-N-(ethoxycarbonyl)-S-methylsulphoximide (39 mg, 0.073 mmol) is dissolved in ethanol (5 mL), admixed with sodium ethoxide (18 mg, 0.26 mmol) and stirred at 60° C. for 6 hours. The reaction solution is admixed with saturated sodium bicarbonate solution and extracted with ethyl acetate. Drying of the organic phase over sodium sulphate and removal of the solvent and also chromatographic purifica... Starting materials: O=Cc1c(Br)ccc(Br)c1F, COc1ccc(CN)cc1, ClCCl. The product is COc1ccc(CNCc2c(Br)ccc(Br)c2F)cc1. Reaction SMILES: [Br:1][c:2]1[c:3]([F:11])[c:4]([CH:5]=[O:6])[c:7]([Br:10])[cH:8][cH:9]1.[CH3:12][O:13][c:14]1[cH:15][cH:16][c:17]([CH2:20][NH2:21])[cH:18][cH:19]1.[Cl:22][CH2:23][Cl:24]>>[Br:1][c:2]1[c:3]([F:11])[c:4]([CH2:5][NH:21][CH2:20][c:17]2[cH:16][cH:15][c:14]([O:13][CH3:12])[cH:19][cH:18]2)[c:7]([Br:10])[cH:8][cH:9]1. The reactants are [N+](=O)([O-])C=1C=C2C=3CCCCC3N(C2=CC1)CCC (6-nitro-9-propyl-2,3,4,9-tetrahydro-1H-carbazole), CO (methanol), [H][H] (hydrogen). Reagents/catalysts: [Pd] (palladium on carbon). The solvent is C(C)(=O)OCC (ethyl acetate). Product: C(CC)N1C2=CC=C(C=C2C=2CCCCC12)N (9-propyl-2,3,4,9-tetrahydro-1H-carbazol-6-amine). Yield: 95.8%. As a reaction SMILES: [N+:1]([C:4]1[CH:5]=[C:6]2[C:14](=[CH:15][CH:16]=1)[N:13]([CH2:17][CH2:18][CH3:19])[C:12]1[CH2:11][CH2:10][CH2:9][CH2:8][C:7]2=1)([O-])=O.CO.[H][H]>[Pd].C(OCC)(=O)C>[CH2:17]([N:13]1[C:12]2[CH2:11][CH2:10][CH2:9][CH2:8][C:7]=2[C:6]2[C:14]1=[CH:15][CH:16]=[C:4]([NH2:1])[CH:5]=2)[CH2:18][CH3:19]. Reported procedure: A solution of the compound obtained in Step 1 (270 mg, 1.05 mmol) and 10% palladium on carbon (50% wet, 10 mg, 0.09 mmol) in a mixed solvent of methanol (4 mL) and ethyl acetate (4 mL) was stirred at room temperature for 14 hr under 1 atm of hydrogen atmosphere. The catalyst was removed by filtration, and the filtrate was concentrated under reduced pressure to give 9-propyl-2,3,4,9-tetrahydro-1H-carbazol-6-amine (230 mg, 1.006 mmol, 96%) as a brown oil.